From a dataset of the Open Reaction Database (ORD), a public repository of structured organic reaction records. describe an organic reaction: reactants, conditions, products, and yield Starting materials: S(=O)([O-])[O-].[Na+].[Na+] (sodium sulfite), BrCC1=CC=C(CC2=CC=C(C=C2)[N+](=O)[O-])C=C1 (4-(4-bromomethylbenzyl)-nitrobenzene). Solvent: O (water), C(C)#N (acetonitrile). Yields the product [Na+].[N+](=O)([O-])C1=CC=C(CC2=CC=C(C=C2)CS(=O)(=O)[O-])C=C1 (4-(4-nitrobenzyl)-phenylmethanesulfonic acid sodium salt). Yield: 124.2%. As a reaction SMILES: [S:1]([O-:4])([O-:3])=[O:2].[Na+:5].[Na+].Br[CH2:8][C:9]1[CH:24]=[CH:23][C:12]([CH2:13][C:14]2[CH:19]=[CH:18][C:17]([N+:20]([O-:22])=[O:21])=[CH:16][CH:15]=2)=[CH:11][CH:10]=1>O.C(#N)C>[Na+:5].[N+:20]([C:17]1[CH:16]=[CH:15][C:14]([CH2:13][C:12]2[CH:23]=[CH:24][C:9]([CH2:8][S:1]([O-:4])(=[O:3])=[O:2])=[CH:10][CH:11]=2)=[CH:19][CH:18]=1)([O-:22])=[O:21] |f:0.1.2,6.7|. Procedure: A solution of sodium sulfite (0.73 g, 7 mmol) dissolved in water (10 mL) was added to a solution of 4-(4-bromomethylbenzyl)-nitrobenzene (1.41 g, 5.6 mmol) in acetonitrile (10 mL). The mixture was stirred and heated under reflux for 2 hours. Solvents were evaporated and dried to give the 4-(4-nitrobenzyl)-phenylmethanesulfonic acid sodium salt as a white powder (2.29 g). Starting materials: COC1=CC=C(C=C1)N1CCN(CC1)C1=CC=C(C=C1)N1C(NN=C1)=O (2,4-dihydro-4-[4-[4-(4-methoxyphenyl)-1-piperazinyl]phenyl]-3H-1,2,4-triazol-3-one), O (water), BrC(C(C)=O)CC (3-bromo-2-pentanone), C(=O)([O-])[O-].[K+].[K+] (K2CO3). Run in CN(C)C=O (DMF), C1(=CC=CC=C1)C (toluene). Product: C(C)C(C(C)=O)N1N=CN(C1=O)C1=CC=C(C=C1)N1CCN(CC1)C1=CC=C(C=C1)OC ((±)-2-(1-ethyl-2-oxopropyl)-2,4-dihydro-4-[4-[4-(4-methoxyphenyl)-1-piperazinyl]phenyl]-3H-1,2,4-triazol-3-one). The yield is 21.1%. Reaction SMILES: [CH3:1][O:2][C:3]1[CH:8]=[CH:7][C:6]([N:9]2[CH2:14][CH2:13][N:12]([C:15]3[CH:20]=[CH:19][C:18]([N:21]4[CH:25]=[N:24][NH:23][C:22]4=[O:26])=[CH:17][CH:16]=3)[CH2:11][CH2:10]2)=[CH:5][CH:4]=1.Br[CH:28]([CH2:32][CH3:33])[C:29](=[O:31])[CH3:30].C([O-])([O-])=O.[K+].[K+].O>CN(C=O)C.C1(C)C=CC=CC=1>[CH2:32]([CH:28]([N:23]1[C:22](=[O:26])[N:21]([C:18]2[CH:19]=[CH:20][C:15]([N:12]3[CH2:11][CH2:10][N:9]([C:6]4[CH:7]=[CH:8][C:3]([O:2][CH3:1])=[CH:4][CH:5]=4)[CH2:14][CH2:13]3)=[CH:16][CH:17]=2)[CH:25]=[N:24]1)[C:29](=[O:31])[CH3:30])[CH3:33] |f:2.3.4|. Reported procedure: A mixture of 2,4-dihydro-4-[4-[4-(4-methoxyphenyl)-1-piperazinyl]phenyl]-3H-1,2,4-triazol-3-one (0.05 mol) prepared as described in Eβ-A-0,006,711, 3-bromo-2-pentanone (0.073 mol) and K2CO3 (10 g) in DMF (200 ml) and toluene (200 ml) was stirred and refluxed overnight using a water separator. The solvent was evaporated. The residue was dissolved in CH2Cl2. The organic solution was washed, dried, filtered and the solvent was evaporated. The residue was crystallized from 2-propanol. The precipitat... The reactants are [Si](C)(C)(C(C)(C)C)OC=1C(=C(C(=O)NC[C@@H](O)C2=CC=CC=C2)C=CC1)F (2-(3-tert-butyldimethylsilyloxy-2-fluorobenzamido)-1(S)-phenylethanol), C1(=CC=CC=C1)P(C1=CC=CC=C1)C1=CC=CC=C1 (triphenylphosphine), N(=NC(=O)OCC)C(=O)OCC (diethyl azodicarboxylate). The solvent is C1CCOC1 (THF), C1CCOC1 (THF). Conditions: time 1 hour. Yields the product [Si](C)(C)(C(C)(C)C)OC=1C(=C(C=CC1)C=1O[C@@H](CN1)C1=CC=CC=C1)F (2-(3-tert-Butyldimethylsilyloxy-2-fluorophenyl)-4,5-dihydro-5(R)-phenyloxazole). Isolated yield 49.3%. Reaction SMILES: [Si:1]([O:8][C:9]1[C:10]([F:27])=[C:11]([CH:24]=[CH:25][CH:26]=1)[C:12]([NH:14][CH2:15][C@H:16]([C:18]1[CH:23]=[CH:22][CH:21]=[CH:20][CH:19]=1)O)=[O:13])([C:4]([CH3:7])([CH3:6])[CH3:5])([CH3:3])[CH3:2].C1(P(C2C=CC=CC=2)C2C=CC=CC=2)C=CC=CC=1.N(C(OCC)=O)=NC(OCC)=O>C1COCC1>[Si:1]([O:8][C:9]1[C:10]([F:27])=[C:11]([C:12]2[O:13][C@H:16]([C:18]3[CH:23]=[CH:22][CH:21]=[CH:20][CH:19]=3)[CH2:15][N:14]=2)[CH:24]=[CH:25][CH:26]=1)([C:4]([CH3:6])([CH3:5])[CH3:7])([CH3:2])[CH3:3]. Reported procedure: To a solution of 2-(3-tert-butyldimethylsilyloxy-2-fluorobenzamido)-1(S)-phenylethanol (4.6 g, 12 mmol) and triphenylphosphine (3.7 g, 14 mmol) in THF (50 ml) was added dropwise a solution of diethyl azodicarboxylate (2.2 ml, 42 mmol) in THF (20 ml). After stirring for 1 h, volatiles were removed by evaporation. The residue was purified by column chromatography on silica gel eluting with hexane-ethyl acetate (13:1 to 9:1) to afford the title compound (2.2 g, 50%) as a pale yellow liquid. Reactants: C1(=CC=CC=C1)C(=O)CC1=CC=CC=C1 (deoxybenzoin), Cl (hydrochloric acid), N(N)C1=CC=C(C(=O)O)C=C1 (4-hydrazinobenzoic acid), C(C)(=O)O (acetic acid). Conditions: time 15 minute. Yields the product C1(=CC=CC=C1)C=1NC2=CC=C(C=C2C1C1=CC=CC=C1)C(=O)O (2,3-diphenyl-1H-indole-5-carboxylic acid). Run in O (water). Procedure details: 1.96 g (10 mmol) of deoxybenzoin and 1.52 g of 4-hydrazinobenzoic acid were ground in a mortar and then fused in an open flask at 160° C. for 15 minutes (min). The cooled melt was admixed with 100 ml of acetic acid and 30 ml of concentrated hydrochloric acid and heated under reflux for 3 hours (h). The cooled solution was admixed with water, resulting in the precipitation of the product 2,3-diphenyl-1H-indole-5-carboxylic acid. The product was filtered off with suction and the residue was washed... As a reaction SMILES: [C:1]1([C:7]([CH2:9][C:10]2[CH:15]=[CH:14][CH:13]=[CH:12][CH:11]=2)=O)[CH:6]=[CH:5][CH:4]=[CH:3][CH:2]=1.[NH:16]([C:18]1[CH:26]=[CH:25][C:21]([C:22]([OH:24])=[O:23])=[CH:20][CH:19]=1)N.C(O)(=O)C.Cl>O>[C:1]1([C:7]2[NH:16][C:18]3[C:26]([C:9]=2[C:10]2[CH:11]=[CH:12][CH:13]=[CH:14][CH:15]=2)=[CH:25][C:21]([C:22]([OH:24])=[O:23])=[CH:20][CH:19]=3)[CH:6]=[CH:5][CH:4]=[CH:3][CH:2]=1. The reactants are Cl.N1(CCOCC1)CC=1C=C(NC1)C=C1C(NC2=CC=C(C=C12)CCN1C(OCC1)=O)=O (3-(4-Morpholin-4-ylmethyl-1H-pyrrol-2-ylmethylene)-5-[2-(2-oxo-oxazolidin-3-yl)-ethyl]-1,3-dihydro-indol-2-one hydrochloride), ice, OS(=O)(=O)O (H2SO4). Conditions: temperature 80 celsius, time 1 hour. The product is O=C1OCCN1CCC=1C=C2C(C(NC2=CC1)=O)=O (5-[2-(2-Oxo-oxazolidin-3-yl)-ethyl]-1H-indole-2,3-dione). Reaction SMILES: Cl.N1(CC2C=C(C=[C:15]3[C:23]4[C:18](=[CH:19][CH:20]=[C:21]([CH2:24][CH2:25][N:26]5[CH2:30][CH2:29][O:28][C:27]5=[O:31])[CH:22]=4)[NH:17][C:16]3=[O:32])NC=2)CCOCC1.[OH:33]S(O)(=O)=O>>[O:31]=[C:27]1[N:26]([CH2:25][CH2:24][C:21]2[CH:22]=[C:23]3[C:18](=[CH:19][CH:20]=2)[NH:17][C:16](=[O:32])[C:15]3=[O:33])[CH2:30][CH2:29][O:28]1 |f:0.1|. Procedure: Concentrated H2SO4 (20 ml) is heated to 50° C. The compound obtained in Step D (25.24 mmoles) is added slowly in solid form, maintaining the temperature between 60 and 70° C. The reaction mixture is then stirred for one hour at 80° C. The mixture is brought to ambient temperature and then poured onto 200 g of crushed ice. After 30 minutes, the red solid formed is filtered off and washed intensively with ice-cold water; it is then dried in vacuo in the presence of P2O5 and at 40° C. overnight to ...